From a dataset of the Open Reaction Database (ORD), a public repository of structured organic reaction records. describe an organic reaction: reactants, conditions, products, and yield The reactants are O (water), aqueous solution, [OH-].[Na+] (sodium hydroxide), O1CCNC(C2=C1C=CC=C2)=O (2,3,4,5-tetrahydro-1,4-benzoxazepin-5-one), [H-].[Al+3].[Li+].[H-].[H-].[H-] (lithium aluminium hydride), O1CCCC1 (tetrahydrofuran). Run at time 6 hour. Product: C(C)(=O)N1CCOC2=C(C1)C=CC=C2 (4-acetyl-2,3,4,5-tetrahydro-1,4-benzoxazepine). Reaction SMILES: [O:1]1[C:7]2[CH:8]=[CH:9][CH:10]=[CH:11][C:6]=2[C:5](=O)[NH:4][CH2:3][CH2:2]1.[H-].[Al+3].[Li+].[H-].[H-].[H-].O.[OH-].[Na+].[O:22]1CC[CH2:24][CH2:23]1>>[C:23]([N:4]1[CH2:5][C:6]2[CH:11]=[CH:10][CH:9]=[CH:8][C:7]=2[O:1][CH2:2][CH2:3]1)(=[O:22])[CH3:24] |f:1.2.3.4.5.6,8.9|. Reported procedure: To a solution of 1.5 g of 2,3,4,5-tetrahydro-1,4-benzoxazepin-5-one in 20 ml of tetrahydrofuran, was added 0.5 g of lithium aluminium hydride by portion, and the mixture was heated and refluxed for 2 hours. The reaction mixture was cooled to the room temperature. To the reaction mixture were added dropwise 1 ml of water and 0.8 ml of 10% aqueous solution of sodium hydroxide, and the mixture was stirred for 6 hours at room temperature. After the resultant solid mater was removed by filtration, th... Starting materials: COC=C[C@H]1CC2(C3=CC=CC=C3C1)OCCO2 ((R)-3′-(2-methoxyvinyl)-3′,4′-dihydro-2′H-spiro[[1,3]dioxolane-2,1′-naphthalene]), Cl (HCl). Solvent: O1CCCC1 (tetrahydrofuran). Run at time 16 hour. Product: O=C1C[C@@H](CC2=CC=CC=C12)CC=O ((S)-2-(4-oxo-1,2,3,4-tetrahydronaphthalen-2-yl)acetaldehyde). The yield is 67.3%. RXN SMILES: C[O:2][CH:3]=[CH:4][C@@H:5]1[CH2:14][C:13]2[C:8](=[CH:9][CH:10]=[CH:11][CH:12]=2)[C:7]2(OCC[O:15]2)[CH2:6]1.Cl>O1CCCC1>[O:15]=[C:7]1[C:8]2[C:13](=[CH:12][CH:11]=[CH:10][CH:9]=2)[CH2:14][C@@H:5]([CH2:4][CH:3]=[O:2])[CH2:6]1. Procedure details: To a stirred solution of (R)-3′-(2-methoxyvinyl)-3′,4′-dihydro-2′H-spiro[[1,3]dioxolane-2,1′-naphthalene] (step-4) (3.5 g, 14.21 mmol) in tetrahydrofuran (20 mL) was added HCl (2.159 mL, 71.1 mmol) at 25° C. and reaction was stirred for 16 h. Reaction was monitored by TLC. After completion solvent was evaporated at reduced pressure. Crude obtained was purified by column chromatography (Biotage) using eluent 30% ethyl acetate/hexane to give (S)-2-(4-oxo-1,2,3,4-tetrahydronaphthalen-2-yl)acetaldeh... Reactants: C(C1=CC=CC=C1)C1CCNCC1 (4-benzylpiperidine), C1(=CC=CC=C1)N=C=O (phenyl isocyanate). Yields the product C1(=CC=CC=C1)NC(=O)N1CCC(CC1)CC1=CC=CC=C1 (4-Benzyl-piperidine-1-carboxylic acid phenylamide). RXN SMILES: [CH2:1]([CH:8]1[CH2:13][CH2:12][NH:11][CH2:10][CH2:9]1)[C:2]1[CH:7]=[CH:6][CH:5]=[CH:4][CH:3]=1.[C:14]1([N:20]=[C:21]=[O:22])[CH:19]=[CH:18][CH:17]=[CH:16][CH:15]=1>>[C:14]1([NH:20][C:21]([N:11]2[CH2:12][CH2:13][CH:8]([CH2:1][C:2]3[CH:7]=[CH:6][CH:5]=[CH:4][CH:3]=3)[CH2:9][CH2:10]2)=[O:22])[CH:19]=[CH:18][CH:17]=[CH:16][CH:15]=1. Procedure: The title compound was prepared from 4-benzylpiperidine and phenyl isocyanate. 1H NMR (400 MHz, CDCl3): 7.35-7.10 (m, 9H), 7.02-6.97 (m, 1H), 6.50 (br s, 1H), 4.07-4.00 (m, 2H), 2.77 (td, J=13, 2.4 Hz, 2H), 2.54 (d, J=6.8 Hz, 2H), 1.76-1.64 (m, 3H), 1.28-1.15 (m, 2H). Reactants: O=C([O-])[O-], CCOC(=O)C(=Cc1ccc(-n2cnc(C)c2)c(OC)c1)CCCCl, CC#N, Cl, Cl, NC1CCN(Cc2ccc(F)c(F)c2)C1, [I-], [K+], [K+], [Na+], O. Product: COc1cc(C=C2CCCN(C3CCN(Cc4ccc(F)c(F)c4)C3)C2=O)ccc1-n1cnc(C)c1. As a reaction SMILES: [C:43](=[O:44])([O-:45])[O-:46].[CH2:1]([O:2][C:4]([C:5]([CH2:6][CH2:7][CH2:8][Cl:3])=[CH:10][c:11]1[cH:12][c:13]([O:23][CH3:24])[c:14](-[n:17]2[cH:18][n:19][c:20]([CH3:22])[cH:21]2)[cH:15][cH:16]1)=[O:25])[CH3:9].[CH3:51][C:52]#[N:53].[ClH:26].[ClH:27].[F:28][c:29]1[cH:30][c:31]([CH2:32][N:33]2[CH2:34][CH:35]([NH2:38])[CH2:36][CH2:37]2)[cH:39][cH:40][c:41]1[F:42].[I-:50].[K+:47].[K+:48].[Na+:49].[OH2:54]>>[C:4]1(=[O:25])[C:5](=[CH:10][c:11]2[cH:12][c:13]([O:23][CH3:24])[c:14](-[n:17]3[cH:18][n:19][c:20]([CH3:22])[cH:21]3)[cH:15][cH:16]2)[CH2:6][CH2:7][CH2:8][N:38]1[CH:35]1[CH2:34][N:33]([CH2:32][c:31]2[cH:30][c:29]([F:28])[c:41]([F:42])[cH:40][cH:39]2)[CH2:37][CH2:36]1.